This data is from the Open Reaction Database (ORD), a public repository of structured organic reaction records. The task is: describe an organic reaction: reactants, conditions, products, and yield Starting materials: COC1C(=O)N(C(O)C(=O)OCc2ccc([N+](=O)[O-])cc2)C1SC(C)=O, C1COCCO1, O=S(Cl)Cl. Product: COC1C(=O)N(C(Cl)C(=O)OCc2ccc([N+](=O)[O-])cc2)C1SC(C)=O. RXN SMILES: [N+:1](=[O:2])([O-:3])[c:4]1[cH:5][cH:6][c:7]([CH2:8][O:9][C:10]([CH:11]([OH:12])[N:13]2[C:14](=[O:23])[CH:15]([O:21][CH3:22])[CH:16]2[S:17][C:18]([CH3:19])=[O:20])=[O:24])[cH:25][cH:26]1.[O:31]1[CH2:32][CH2:33][O:34][CH2:35][CH2:36]1.[S:27]([Cl:28])([Cl:29])=[O:30]>>[N+:1](=[O:2])([O-:3])[c:4]1[cH:5][cH:6][c:7]([CH2:8][O:9][C:10]([CH:11]([N:13]2[C:14](=[O:23])[CH:15]([O:21][CH3:22])[CH:16]2[S:17][C:18]([CH3:19])=[O:20])[Cl:29])=[O:24])[cH:25][cH:26]1. Starting materials: OCc1ccc(Sc2ccccc2Br)cc1, CCOC(C)=O, CC(=O)O, [Na], O=[W](=O)([O-])[O-], O, OO. Product: O=S(=O)(c1ccc(CO)cc1)c1ccccc1Br. Reaction SMILES: [Br:1][c:2]1[c:3]([S:8][c:9]2[cH:10][cH:11][c:12]([CH2:15][OH:16])[cH:13][cH:14]2)[cH:4][cH:5][cH:6][cH:7]1.[CH3:20][CH2:21][O:22][C:23](=[O:24])[CH3:25].[CH3:26][C:27](=[O:28])[OH:29].[Na:30].[O-:31][W:32](=[O:33])(=[O:34])[O-:35].[OH2:19].[OH:17][OH:18]>>[Br:1][c:2]1[c:3]([S:8]([c:9]2[cH:10][cH:11][c:12]([CH2:15][OH:16])[cH:13][cH:14]2)(=[O:19])=[O:22])[cH:4][cH:5][cH:6][cH:7]1. Reactants: COC1=CC(=C(C=C1)C=1C=C2[C@H]3[C@@H](N4C2=C(C1)CSCC4)CCN(C3)C(=O)OC(C)(C)C)C (tert-butyl (7bR,11aS)-6{4-methoxy-2-methylphenyl)-1,2,7b,10,11,11a-hexahydro-4H-pyrido[4,3-b][1,4]thiazepino[6,5,4-hi]indole-9(8H)-carboxylate), FC(C(=O)O)(F)F (trifluoroacetic acid), C(=O)(O)[O-].[Na+] (NaHCO3). Solvent: C(Cl)Cl (CH2Cl2). Yields the product COC1=CC(=C(C=C1)C=1C=C2[C@H]3[C@@H](N4C2=C(C1)CSCC4)CCNC3)C ((7bR,11aS)6-(4-methoxy-2-methylphenyl)-1,2,7b,8,9,10,11,11a-octahydro-4H-pyrido[4,3-b][1,4]thiazepino[6,5,4-hi]indole). As a reaction SMILES: [CH3:1][O:2][C:3]1[CH:8]=[CH:7][C:6]([C:9]2[CH:10]=[C:11]3[C:15]4=[C:16]([CH2:18][S:19][CH2:20][CH2:21][N:14]4[C@H:13]4[CH2:22][CH2:23][N:24](C(OC(C)(C)C)=O)[CH2:25][C@@H:12]34)[CH:17]=2)=[C:5]([CH3:33])[CH:4]=1.FC(F)(F)C(O)=O.C([O-])(O)=O.[Na+]>C(Cl)Cl>[CH3:1][O:2][C:3]1[CH:8]=[CH:7][C:6]([C:9]2[CH:10]=[C:11]3[C:15]4=[C:16]([CH2:18][S:19][CH2:20][CH2:21][N:14]4[C@H:13]4[CH2:22][CH2:23][NH:24][CH2:25][C@@H:12]34)[CH:17]=2)=[C:5]([CH3:33])[CH:4]=1 |f:2.3|. Reported procedure: To a solution of tert-butyl (7bR,11aS)-6{4-methoxy-2-methylphenyl)-1,2,7b,10,11,11a-hexahydro-4H-pyrido[4,3-b][1,4]thiazepino[6,5,4-hi]indole-9(8H)-carboxylate (34 mg, 0.07 mmol) in CH2Cl2 (5 ml) at 25° C. was added trifluoroacetic acid (1 mL). The mixture was stirred at ambient temperature for 1 hour before saturated NaHCO3 (10 mL) was added and then extracted with EtOAc (2×20 mL). The combined extracts were dried over magnesium sulfate and concentrated to afford the title compound of EXAMPLE 9... Starting materials: COC=1C=C(C(=O)N2CC(CC2)(C2=CC=CC=C2)CCOS(=O)(=O)C)C=C(C1OC)OC (1-(3,4,5-trimethoxybenzoyl)-3-(2-methanesulfonyloxyethyl)-3-phenylpyrrolidine), OCC1=CC=C(O1)CN1C(=NC2=C1C=CC=C2)NC2CCNCC2 ((1-(5-hydroxymethylfur-2-ylmethyl)-1H-benzimidazol-2-yl)(piperidin-4-yl)amine). Product: COC=1C=C(C(=O)N2CC(CC2)(C2=CC=CC=C2)CCN2CCC(CC2)NC2=NC3=C(N2CC=2OC(=CC2)CO)C=CC=C3)C=C(C1OC)OC (1-(3,4,5-trimethoxybenzoyl)-3-(2-(4-(1-(5-hydroxymethylfur-2-ylmethyl)-1H-benzimidazol-2-yl-amino)piperidin-1-yl)ethyl)-3-phenylpyrrolidine). Reaction SMILES: [CH3:1][O:2][C:3]1[CH:4]=[C:5]([CH:26]=[C:27]([O:31][CH3:32])[C:28]=1[O:29][CH3:30])[C:6]([N:8]1[CH2:12][CH2:11][C:10]([CH2:19][CH2:20]OS(C)(=O)=O)([C:13]2[CH:18]=[CH:17][CH:16]=[CH:15][CH:14]=2)[CH2:9]1)=[O:7].[OH:33][CH2:34][C:35]1[O:39][C:38]([CH2:40][N:41]2[C:45]3[CH:46]=[CH:47][CH:48]=[CH:49][C:44]=3[N:43]=[C:42]2[NH:50][CH:51]2[CH2:56][CH2:55][NH:54][CH2:53][CH2:52]2)=[CH:37][CH:36]=1>>[CH3:32][O:31][C:27]1[CH:26]=[C:5]([CH:4]=[C:3]([O:2][CH3:1])[C:28]=1[O:29][CH3:30])[C:6]([N:8]1[CH2:12][CH2:11][C:10]([CH2:19][CH2:20][N:54]2[CH2:53][CH2:52][CH:51]([NH:50][C:42]3[N:41]([CH2:40][C:38]4[O:39][C:35]([CH2:34][OH:33])=[CH:36][CH:37]=4)[C:45]4[CH:46]=[CH:47][CH:48]=[CH:49][C:44]=4[N:43]=3)[CH2:56][CH2:55]2)([C:13]2[CH:18]=[CH:17][CH:16]=[CH:15][CH:14]=2)[CH2:9]1)=[O:7]. Reported procedure: Prepare by the method of Example 1.6 using 1-(3,4,5-trimethoxybenzoyl)-3-(2-methanesulfonyloxyethyl)-3-phenylpyrrolidine (prepared from (−)-3-phenyl-3-(2-hydroxyethyl)pyrrolidine (R,R)-di-p-anisoyltartaric acid salt) and (1-(5-hydroxymethylfur-2-ylmethyl)-1H-benzimidazol-2-yl)(piperidin-4-yl)amine to give the title compound.